Dataset: the Open Reaction Database (ORD), a public repository of structured organic reaction records. Task: describe an organic reaction: reactants, conditions, products, and yield Starting materials: CCCCc1noc(C)c1C=Cc1ccc(C(=O)NC2CCOC2)cn1, CCO, [H][H]. Product: CCCCc1noc(C)c1CCc1ccc(C(=O)NC2CCOC2)cn1. RXN SMILES: [CH2:1]([CH2:2][CH2:3][CH3:4])[c:5]1[n:6][o:7][c:8]([CH3:26])[c:9]1[CH:10]=[CH:11][c:12]1[n:13][cH:14][c:15]([C:16](=[O:17])[NH:18][CH:19]2[CH2:20][O:21][CH2:22][CH2:23]2)[cH:24][cH:25]1.[CH3:29][CH2:30][OH:31].[H:27][H:28]>>[CH2:1]([CH2:2][CH2:3][CH3:4])[c:5]1[n:6][o:7][c:8]([CH3:26])[c:9]1[CH2:10][CH2:11][c:12]1[n:13][cH:14][c:15]([C:16](=[O:17])[NH:18][CH:19]2[CH2:20][O:21][CH2:22][CH2:23]2)[cH:24][cH:25]1. Reactants: COc1cc(C)ccn1, CN(C)C=O, O=C1CCC(=O)N1Cl, O. The product is COc1cc(C)c(Cl)cn1. As a reaction SMILES: [CH3:14][O:15][c:16]1[n:17][cH:18][cH:19][c:20]([CH3:22])[cH:21]1.[CH3:9][N:10]([CH3:11])[CH:12]=[O:13].[Cl:1][N:2]1[C:3](=[O:4])[CH2:5][CH2:6][C:7]1=[O:8].[OH2:23]>>[Cl:1][c:19]1[cH:18][n:17][c:16]([O:15][CH3:14])[cH:21][c:20]1[CH3:22]. Starting materials: O=C([O-])[O-], CC(=O)OC(C)c1nc2cccc(C)c2c(=O)n1-c1ccccc1, CO, [K+], [K+], O. Product: Cc1cccc2nc(C(C)O)n(-c3ccccc3)c(=O)c12. As a reaction SMILES: [C:25](=[O:26])([O-:27])[O-:28].[CH3:1][c:2]1[c:3]2[c:4](=[O:24])[n:5](-[c:18]3[cH:19][cH:20][cH:21][cH:22][cH:23]3)[c:6]([CH:12]([CH3:13])[O:14][C:15](=[O:16])[CH3:17])[n:7][c:8]2[cH:9][cH:10][cH:11]1.[CH3:32][OH:33].[K+:29].[K+:30].[OH2:31]>>[CH3:1][c:2]1[c:3]2[c:4](=[O:24])[n:5](-[c:18]3[cH:19][cH:20][cH:21][cH:22][cH:23]3)[c:6]([CH:12]([CH3:13])[OH:14])[n:7][c:8]2[cH:9][cH:10][cH:11]1.